This data is from the Open Reaction Database (ORD), a public repository of structured organic reaction records. The task is: describe an organic reaction: reactants, conditions, products, and yield Reactants: CC(C)(C)[O-], [Cl-], [Cl-], COC(=O)CCC(CC=O)CCCCNS(=O)(=O)c1ccc(Cl)cc1, [K+], [NH4+], C1CCOC1, c1ccc([P+](Cc2cccnc2)(c2ccccc2)c2ccccc2)cc1. Product: COC(=O)CCC(CC=Cc1cccnc1)CCCCNS(=O)(=O)c1ccc(Cl)cc1. As a reaction SMILES: [CH3:28][C:29]([CH3:30])([O-:31])[CH3:32].[Cl-:1].[Cl-:59].[Cl:34][c:35]1[cH:36][cH:37][c:38]([S:41](=[O:42])(=[O:43])[NH:44][CH2:45][CH2:46][CH2:47][CH2:48][CH:49]([CH2:50][CH2:51][C:52](=[O:53])[O:54][CH3:55])[CH2:56][CH:57]=[O:58])[cH:39][cH:40]1.[K+:33].[NH4+:60].[O:61]1[CH2:62][CH2:63][CH2:64][CH2:65]1.[n:2]1[cH:3][c:4]([CH2:8][P+:9]([c:10]2[cH:11][cH:12][cH:13][cH:14][cH:15]2)([c:16]2[cH:17][cH:18][cH:19][cH:20][cH:21]2)[c:22]2[cH:23][cH:24][cH:25][cH:26][cH:27]2)[cH:5][cH:6][cH:7]1>>[n:2]1[cH:3][c:4]([CH:8]=[CH:57][CH2:56][CH:49]([CH2:48][CH2:47][CH2:46][CH2:45][NH:44][S:41]([c:38]2[cH:37][cH:36][c:35]([Cl:34])[cH:40][cH:39]2)(=[O:42])=[O:43])[CH2:50][CH2:51][C:52](=[O:53])[O:54][CH3:55])[cH:5][cH:6][cH:7]1. The reactants are BrCC(=O)C1=CC=C(C=C1)S(=O)(=O)NC1CCCC1 (4-(2-Bromo-acetyl)-N-cyclopentyl-benzenesulfonamide), NC(=S)N (thiourea), CC(=O)[O-].[Na+] (NaOAc). Run in CCO (EtOH). Reaction conditions: time 4 hour. Yields the product NC=1SC=C(N1)C1=CC=C(C=C1)S(=O)(=O)NC1CCCC1 (4-(2-Amino-thiazol-4-yl)-N-cyclopentyl-benzenesulfonamide). As a reaction SMILES: Br[CH2:2][C:3]([C:5]1[CH:10]=[CH:9][C:8]([S:11]([NH:14][CH:15]2[CH2:19][CH2:18][CH2:17][CH2:16]2)(=[O:13])=[O:12])=[CH:7][CH:6]=1)=O.[NH2:20][C:21]([NH2:23])=[S:22].CC([O-])=O.[Na+]>CCO>[NH2:23][C:21]1[S:22][CH:2]=[C:3]([C:5]2[CH:10]=[CH:9][C:8]([S:11]([NH:14][CH:15]3[CH2:19][CH2:18][CH2:17][CH2:16]3)(=[O:13])=[O:12])=[CH:7][CH:6]=2)[N:20]=1 |f:2.3|. Procedure: 4-(2-Bromo-acetyl)-N-cyclopentyl-benzenesulfonamide (150 mg, 0.43 mmol) was combined with thiourea (33 mg, 0.43 mmol) in 7 ml of dry EtOH. To this solution was added NaOAc (53 mg, 0.65 mmol). Reaction mixture was stirred at room temperature for 4 hours. Reaction mixture was evaporated to dryness and used in the next step without further purification. RXN SMILES: [I:1][C:2]1[CH:7]=[CH:6][C:5]([NH:8][C:9]2[N:14]=[CH:13][CH:12]=[CH:11][N:10]=2)=[CH:4][CH:3]=1.[H-].[Na+].[CH2:17](I)[CH3:18]>CN(C=O)C.[Cl-].[Na+].O>[I:1][C:2]1[CH:3]=[CH:4][C:5]([N:8]([CH2:17][CH3:18])[C:9]2[N:10]=[CH:11][CH:12]=[CH:13][N:14]=2)=[CH:6][CH:7]=1 |f:1.2,5.6.7|. Yields the product IC1=CC=C(C=C1)N(C1=NC=CC=N1)CC (N-(4-iodophenyl)-N-ethylpyrimidin-2-amine). Solvent: [Cl-].[Na+].O (brine), CN(C)C=O (DMF), CN(C)C=O (DMF). Reaction conditions: time 75 minute. Reactants: C(C)I (Ethyl iodide), IC1=CC=C(C=C1)NC1=NC=CC=N1 (N-(4-iodophenyl)pyrimidin-2-amine), [H-].[Na+] (sodium hydride). Procedure details: Under an argon atmosphere, a solution of N-(4-iodophenyl)pyrimidin-2-amine (255 mg) in anhydrous DMF (1 ml) was added dropwise to a suspension of sodium hydride (40 mg) in anhydrous DMF (1 ml), and the resulting mixture was stirred at room temperature for 75 minutes. Ethyl iodide (0.10 ml) was added dropwise to the reaction solution and the resulting mixture was stirred at room temperature overnight. Saturated brine was added thereto and the resulting mixture was extracted with chloroform. Organ... Starting materials: C[Si](C)(C)[N-][Si](C)(C)C.[Li+] (lithium bis(trimethylsilyl)amide), C1CCOC1 (THF), FC1=C(C=CC(=C1)N1C(O[C@H](C1)CN1N=NC=C1)=O)N1CCC(C=C1)=O (1-{2-fluoro-4-[(5R)-2-oxo-5-(1H-1,2,3-triazol-1-ylmethyl)-1,3-oxazolidin-3-yl]phenyl}-2,3-dihydropyridin-4(1H)-one), C1CCOC1 (THF), (R)-(−)-Glycidal butyrate. Conditions: time 1 hour. Yields the product FC1=C(C=CC(=C1)N1C(O[C@H](C1)CO)=O)N1CCC(C=C1)=O (1-[(5R)-2-Fluoro-4-(5-hydroxymethyl-2-oxo-oxazolidin-3-yl)-phenyl]-2,3-dihydro-1H-pyridin-4-one). The yield is 42.8%. As a reaction SMILES: [F:1][C:2]1[CH:7]=[C:6]([N:8]2[CH2:12][C@H:11]([CH2:13]N3C=CN=N3)[O:10][C:9]2=[O:19])[CH:5]=[CH:4][C:3]=1[N:20]1[CH:25]=[CH:24][C:23](=[O:26])[CH2:22][CH2:21]1.C[Si]([N-][Si](C)(C)C)(C)C.[Li+].C1C[O:40]CC1>>[F:1][C:2]1[CH:7]=[C:6]([N:8]2[CH2:12][C@H:11]([CH2:13][OH:40])[O:10][C:9]2=[O:19])[CH:5]=[CH:4][C:3]=1[N:20]1[CH:25]=[CH:24][C:23](=[O:26])[CH2:22][CH2:21]1 |f:1.2|. Reported procedure: A solution of the product of step 1 above (1 g, 2.9 mmol, 1 equiv) in THF anhydrous (15 mL) is cooled down to −78° C. and lithium bis(trimethylsilyl)amide 1.0 M in THF (3.2 mL, 3.2 mmol, 1.1 equiv) is added dropwise. The reaction mixture is stired at −78° C. for 1 h. (R)-(−)-Glycidal butyrate (466 mg, 0.46 mL, 3.2 mmol, 1.1 equiv) is added dropwise and the reaction mixture is allowed to gradually warm to room temperature and is left to stir over weekend. The mixture is quenched with saturated aq... Run at temperature 190 celsius. The reactants are BrC1=CC(=C(C=C1)C1=C(C=C(C=C1)Br)N)N (4,4′-dibromo-2,2′-diaminobiphenyl), C(=O)(O)[O-].[Na+] (NaHCO3). RXN SMILES: [Br:1][C:2]1[CH:7]=[CH:6][C:5]([C:8]2[CH:13]=[CH:12][C:11]([Br:14])=[CH:10][C:9]=2N)=[C:4]([NH2:16])[CH:3]=1.C([O-])(O)=O.[Na+]>P(=O)(O)(O)O>[Br:14][C:11]1[CH:12]=[CH:13][C:8]2[C:5]3[C:4](=[CH:3][C:2]([Br:1])=[CH:7][CH:6]=3)[NH:16][C:9]=2[CH:10]=1 |f:1.2|. Procedure details: 4,4′-dibromo-2,2′-diaminobiphenyl (3.5 g, 10.23 mmol) was dissolved in phosphoric acid and heated at 190° C. for 24 hours. The reaction mixture was cooled to room temperature and then NaHCO3 (aq) was gradually added thereto to form a solid. Then, the solid was filtered to obtain 2,7-dibromocarbazole (2.2 g, 66%), the compound represented by formula e. MS [M+] 323. Product: BrC1=CC=2NC3=CC(=CC=C3C2C=C1)Br (2,7-dibromocarbazole). Run in P(O)(O)(O)=O (phosphoric acid). The yield is 66.2%. Reactants: N12C[C@@H]([C@H](CC1)C2)C(=O)OCC (Ethyl (3R,4S)-1-azabicyclo[2.2.1]heptane-3-carboxylate). The solvent is Cl (hydrochloric acid). Product: hydrochloride salt, N12C[C@@H]([C@H](CC1)C2)C(=O)O ((3R,4S)-1-azabicyclo[2.2.1]heptane-3-carboxylic acid). Isolated yield 71.9%. Reaction SMILES: [N:1]12[CH2:7][C@@H:4]([CH2:5][CH2:6]1)[C@@H:3]([C:8]([O:10]CC)=[O:9])[CH2:2]2>Cl>[N:1]12[CH2:7][C@@H:4]([CH2:5][CH2:6]1)[C@@H:3]([C:8]([OH:10])=[O:9])[CH2:2]2. Procedure: Ethyl (3R,4S)-1-azabicyclo[2.2.1]heptane-3-carboxylate (2.0 g, I. F. Cottrell, D. Hands, D. J. Kennedy, K. J. Paul, S. H. B. Wright and K. Hoogsteen, J. Chem. Soc. Perkin Trans. 1, 1991, 1091-1097) was dissolved in concentrated hydrochloric acid and heated under reflux for 5 hours. After cooling the solution was evaporated under reduced pressure and the residue re-evaporated from toluene (×3). Drying over phosphorous pentoxide and trituration with cold ethyl acetate/methanol gave the hydrochlori... Starting materials: BrC1=CC=C(C=C1)S(=O)(=O)NCCC1=NC=CC=C1 (4-bromo-N-(2-pyridin-2-yl-ethyl)-benzenesulfonamide), C1(CCCC1)/C=C(/CO)\B1OC(C(O1)(C)C)(C)C ((E)-3-cyclopentyl-2-(4,4,5,5-tetramethyl-[1,3,2]dioxaborolan-2-yl)-prop-2-en-1-ol), [F-].[Cs+] (caesium fluoride), C1CCOC1 (THF). The reagents and catalysts are C1(=CC=CC=C1)P(C1=CC=CC=C1)(C1=CC=CC=C1)[Pd-4](P(C1=CC=CC=C1)(C1=CC=CC=C1)C1=CC=CC=C1)(P(C1=CC=CC=C1)(C1=CC=CC=C1)C1=CC=CC=C1)P(C1=CC=CC=C1)(C1=CC=CC=C1)C1=CC=CC=C1 (tetrakis(triphenylphosphino)palladium(0)). Run in O1CCOCC1 (dioxane). The product is C1(CCCC1)/C=C(/CO)\C1=CC=C(C=C1)S(=O)(=O)NCCC1=NC=CC=C1 ((E)-4-(2-cyclopentyl-1-hydroxymethyl-vinyl)-N-(2-pyridin-2-yl-ethyl)-benzenesulfonamide). The yield is 49.2%. RXN SMILES: Br[C:2]1[CH:7]=[CH:6][C:5]([S:8]([NH:11][CH2:12][CH2:13][C:14]2[CH:19]=[CH:18][CH:17]=[CH:16][N:15]=2)(=[O:10])=[O:9])=[CH:4][CH:3]=1.[CH:20]1(/[CH:25]=[C:26](\B2OC(C)(C)C(C)(C)O2)/[CH2:27][OH:28])[CH2:24][CH2:23][CH2:22][CH2:21]1.[F-].[Cs+].C1COCC1>O1CCOCC1.C1(P([Pd-4](P(C2C=CC=CC=2)(C2C=CC=CC=2)C2C=CC=CC=2)(P(C2C=CC=CC=2)(C2C=CC=CC=2)C2C=CC=CC=2)P(C2C=CC=CC=2)(C2C=CC=CC=2)C2C=CC=CC=2)(C2C=CC=CC=2)C2C=CC=CC=2)C=CC=CC=1>[CH:20]1(/[CH:25]=[C:26](\[C:2]2[CH:7]=[CH:6][C:5]([S:8]([NH:11][CH2:12][CH2:13][C:14]3[CH:19]=[CH:18][CH:17]=[CH:16][N:15]=3)(=[O:10])=[O:9])=[CH:4][CH:3]=2)/[CH2:27][OH:28])[CH2:24][CH2:23][CH2:22][CH2:21]1 |f:2.3|. Procedure: Heat a suspension of 4-bromo-N-(2-pyridin-2-yl-ethyl)-benzenesulfonamide (1.67 g, 4.89 mmol), (E)-3-cyclopentyl-2-(4,4,5,5-tetramethyl-[1,3,2]dioxaborolan-2-yl)-prop-2-en-1-ol (1.60 g, 6.36 mmol), caesium fluoride (2.23 g, 14.7 mmol) and tetrakis(triphenylphosphino)palladium(0) (565 mg, 489 μmol) in 50 mL dioxane to reflux for 2 d and cool to r.t. thereafter. After addition of 50 mL THF filtrate the resulting suspension, wash with dichloromethane and concentrate under reduced pressure. Further p... Starting materials: C1(CCCCC1)CO (cyclohexylmethanol), C(=O)(N1C=NC=C1)N1C=NC=C1 (carbonyldiimidazole), C1(CCCCC1)CO (cyclohexylmethanol), FC1=CC=C(C=C1)CCN (4-fluorophenylethyl amine), CCCCCC.C(C)OC(C)=O (hexane ethylacetate), FC1=CC=C(C=C1)CCN (4-fluorophenylethyl amine). Solvent: C(Cl)Cl (methylene chloride). Reaction conditions: time 8 hour. The product is C1(CCCCC1)COC(=O)NCCC1=CC=C(C=C1)F (N-(Cyclohexylmethyloxycarbonyl)-4-fluorophenylethyl amine). Yield: 59.7%. Reaction SMILES: [C:1]([N:8]1[CH:12]=[CH:11]N=C1)(N1C=CN=C1)=[O:2].[CH:13]1([CH2:19][OH:20])[CH2:18][CH2:17][CH2:16][CH2:15][CH2:14]1.CCCCCC.C(OC(=O)C)C.[F:33][C:34]1[CH:39]=[CH:38][C:37](CCN)=[CH:36][CH:35]=1>C(Cl)Cl>[CH:13]1([CH2:19][O:20][C:1]([NH:8][CH2:12][CH2:11][C:37]2[CH:38]=[CH:39][C:34]([F:33])=[CH:35][CH:36]=2)=[O:2])[CH2:18][CH2:17][CH2:16][CH2:15][CH2:14]1 |f:2.3|. Procedure: A solution of 4.87 g (30 mmol) of carbonyldiimidazole and 3.43 g (30 mmol) of cyclohexylmethanol was stirred, under nitrogen and at room temperature, for 2-4 hours or the time until the TLC (silica gel; hexane-ethylacetate, 4:1) analysis indicated a complete disappearance of cyclohexylmethanol in the mixture. To this reaction mixture, a solution of 4-fluorophenylethyl amine (4.18 g, 30 mmol) in methylene chloride (5 mL) was added and stirred overnight. The TLC analysis indicated a complete disap... Reactants: O=C([O-])[O-], Cn1cc(B(O)O)cn1, CC(N)c1cc2cccc(Cl)c2c(=O)n1-c1ccccc1, [Na+], [Na+]. The product is CC(N)c1cc2cccc(-c3cnn(C)c3)c2c(=O)n1-c1ccccc1. RXN SMILES: [C:31](=[O:32])([O-:33])[O-:34].[CH3:22][n:23]1[n:24][cH:25][c:26]([B:28]([OH:29])[OH:30])[cH:27]1.[NH2:1][CH:2]([CH3:3])[c:4]1[n:5](-[c:16]2[cH:17][cH:18][cH:19][cH:20][cH:21]2)[c:6](=[O:15])[c:7]2[c:8]([Cl:14])[cH:9][cH:10][cH:11][c:12]2[cH:13]1.[Na+:35].[Na+:36]>>[NH2:1][CH:2]([CH3:3])[c:4]1[n:5](-[c:16]2[cH:17][cH:18][cH:19][cH:20][cH:21]2)[c:6](=[O:15])[c:7]2[c:8](-[c:26]3[cH:25][n:24][n:23]([CH3:22])[cH:27]3)[cH:9][cH:10][cH:11][c:12]2[cH:13]1.